From a dataset of the Open Reaction Database (ORD), a public repository of structured organic reaction records. describe an organic reaction: reactants, conditions, products, and yield The reactants are [C@@H]1([C@@H](CCC1)C(=O)O)C(=O)O (trans-cyclopentane-1,2-dicarboxylic acid). Run in C(C)(=O)OC(C)=O (Acetic anhydride). Run at temperature 165 celsius. Product: [C@@H]12[C@@H](CCC1)C(=O)OC2=O (cis-Cyclopentane-1,2-dicarboxylic anhydride). As a reaction SMILES: [C@@H:1]1([C:9]([OH:11])=[O:10])[CH2:5][CH2:4][CH2:3][C@H:2]1[C:6]([OH:8])=O>C(OC(=O)C)(=O)C>[C@@H:2]12[C:6](=[O:8])[O:11][C:9](=[O:10])[C@@H:1]1[CH2:5][CH2:4][CH2:3]2. Procedure: To the trans-cyclopentane-1,2-dicarboxylic acid (1.16 g, 7.33 mmol) at room temperature, was added Acetic anhydride (10 mL, ex). The reaction mixture was refluxed at about 165° C. for 14 hrs. Workup consisted of concentration in vacuo and co-evaporation with toluene three times. The crude product (1.0 g, ~100%, with a little impurity of Acetic anhydride) was given as a brown oily solid. Starting materials: ClC1=C(C=CC=C1)C(C)(C)C=1N(C=C(N1)C1NCCC1)C1=CC=C(C=C1)C1=CC(=CC=C1)S(=O)(=O)C (2-[1-(2-chlorophenyl)-1-methylethyl]-1-[3′-(methylsulfonyl)biphenyl-4-yl]-4-pyrrolidin-2-yl-1H-imidazole), CO (MeOH), C=O (formaldehyde), [BH3-]C#N.[Na+] (NaCNBH3). Run in CC(=O)O (AcOH). Conditions: time 20 minute. The product is ClC1=C(C=CC=C1)C(C)(C)C=1N(C=C(N1)C1N(CCC1)C)C1=CC=C(C=C1)C1=CC(=CC=C1)S(=O)(=O)C (2-[1-(2-chlorophenyl)-1-methylethyl]-4-(1-methylpyrrolidin-2-yl)-1-[3′-(methylsulfonyl)biphenyl-4-yl]-1H-imidazole). As a reaction SMILES: [Cl:1][C:2]1[CH:7]=[CH:6][CH:5]=[CH:4][C:3]=1[C:8]([C:11]1[N:12]([C:21]2[CH:26]=[CH:25][C:24]([C:27]3[CH:32]=[CH:31][CH:30]=[C:29]([S:33]([CH3:36])(=[O:35])=[O:34])[CH:28]=3)=[CH:23][CH:22]=2)[CH:13]=[C:14]([CH:16]2[CH2:20][CH2:19][CH2:18][NH:17]2)[N:15]=1)([CH3:10])[CH3:9].CO.C=O.[BH3-][C:42]#N.[Na+]>CC(O)=O>[Cl:1][C:2]1[CH:7]=[CH:6][CH:5]=[CH:4][C:3]=1[C:8]([C:11]1[N:12]([C:21]2[CH:26]=[CH:25][C:24]([C:27]3[CH:32]=[CH:31][CH:30]=[C:29]([S:33]([CH3:36])(=[O:35])=[O:34])[CH:28]=3)=[CH:23][CH:22]=2)[CH:13]=[C:14]([CH:16]2[CH2:20][CH2:19][CH2:18][N:17]2[CH3:42])[N:15]=1)([CH3:10])[CH3:9] |f:3.4|. Procedure details: To a solution of 2-[1-(2-chlorophenyl)-1-methylethyl]-1-[3′-(methylsulfonyl)biphenyl-4-yl]-4-pyrrolidin-2-yl-1H-imidazole and MeOH was added formaldehyde, followed by AcOH. The reaction was stirred for 20 min, NaCNBH3 was added to the reaction mixture and was continued to stir for another 30 min. After a routine aqueous work up, the crude product was purified by prep HPLC to give 2-[1-(2-chlorophenyl)-1-methylethyl]-4-(1-methylpyrrolidin-2-yl)-1-[3′-(methylsulfonyl)biphenyl-4-yl]-1H-imidazole: 1...